This data is from the Open Reaction Database (ORD), a public repository of structured organic reaction records. The task is: describe an organic reaction: reactants, conditions, products, and yield The reactants are BrC1=C(C(=CN1)C(=O)OCC)C (ethyl 5-bromo-4-methyl-1H-pyrrole-3-carboxylate), [H-].[Na+] (NaH), IC (iodomethane). RXN SMILES: [Br:1][C:2]1[NH:6][CH:5]=[C:4]([C:7]([O:9][CH2:10][CH3:11])=[O:8])[C:3]=1[CH3:12].[H-].[Na+].I[CH3:16]>CN(C=O)C>[Br:1][C:2]1[N:6]([CH3:16])[CH:5]=[C:4]([C:7]([O:9][CH2:10][CH3:11])=[O:8])[C:3]=1[CH3:12] |f:1.2|. Yields the product BrC1=C(C(=CN1C)C(=O)OCC)C (ETHYL 5-BROMO-1,4-DIMETHYL-1H-PYRROLE-3-CARBOXYLATE). Run at time 1 hour. The solvent is CN(C)C=O (DMF). Yield: 77.5%. Procedure details: To a solution of ethyl 4-methyl-3-pyrrolecarboxylate (1.57 g, 10 mmol) in anhyd THF (30 mL) cooled to −78° C. was added NBS (1.9 g, 10 mmol). After stirring 1 h at −30° C., the reaction mixture was concentrated under reduced pressure. The residue was purified by column chromatography, eluting with EtOAc-Hex (0:100 to 30:70), to yield ethyl 5-bromo-4-methyl-1H-pyrrole-3-carboxylate (2.0, 86%) as a white solid. 1H-NMR (CDCl3): δ 8.54 (1H, brs), 7.38 (1H, d), 4.27 (2H, q), 2.24 (3H, s), 1.33 (3H, t... Reactants: IC1=CC=C(C=C1)O (4-iodophenol), [I-].[K+] (potassium iodide), C([O-])([O-])=O.[K+].[K+] (potassium carbonate), CC(=O)CC(C)C (methyl isobutylketone). Product: IC1=CC=C(C=C1)OCCOC (1-Iodo-4-(2-methoxyethoxy)benzene). Reaction SMILES: [I:1][C:2]1[CH:7]=[CH:6][C:5]([OH:8])=[CH:4][CH:3]=1.[I-].[K+].[C:11](=[O:14])([O-])[O-].[K+].[K+].[CH3:17][C:18](CC(C)C)=O>>[I:1][C:2]1[CH:7]=[CH:6][C:5]([O:8][CH2:17][CH2:18][O:14][CH3:11])=[CH:4][CH:3]=1 |f:1.2,3.4.5|. Procedure: A mixture of 4-iodophenol (1.0 g) 1-bromo-2-methoxyethane (0.7 g), potassium iodide (0.83 g), potassium carbonate (0.7 g) and methyl isobutylketone (10 ml) was refluxed for 18 h, diluted with ER (50 ml), filtered and evaporated. The residue was distilled to give the title compound (0.83 g). T.l.c. (cyclohexane-ER 1:1) Rf 0.6 Starting materials: CC(=O)O, CC(=O)OC(C)=O, Cn1c(=O)cc(N)n(Cc2ccc(N)cc2)c1=O, c1ccncc1. The product is CC(=O)Nc1ccc(Cn2c(N)cc(=O)n(C)c2=O)cc1. As a reaction SMILES: [C:8]([OH:9])(=[O:10])[CH3:11].[CH3:1][C:2]([O:3][C:5]([CH3:6])=[O:7])=[O:4].[NH2:12][c:13]1[cH:14][c:15](=[O:29])[n:16]([CH3:28])[c:17](=[O:27])[n:18]1[CH2:19][c:20]1[cH:21][cH:22][c:23]([NH2:26])[cH:24][cH:25]1.[cH:30]1[cH:31][cH:32][n:33][cH:34][cH:35]1>>[C:5]([CH3:6])(=[O:7])[NH:26][c:23]1[cH:22][cH:21][c:20]([CH2:19][n:18]2[c:13]([NH2:12])[cH:14][c:15](=[O:29])[n:16]([CH3:28])[c:17]2=[O:27])[cH:25][cH:24]1. Starting materials: [N+](=O)([O-])C1=CC=C(C=C1)C(=O)C1=CC=C(C=C1)O (4-Hydroxyphenyl 4-nitrophenyl ketone), ClC1=CC=NC2=CC(=C(C=C12)OC)OC (4-Chloro-6,7-dimethoxyquinoline). The reagents and catalysts are CN(C1=CC=NC=C1)C (4-dimethylaminopyridine). Solvent: C=1(C(=CC=CC1)C)C (xylene). Reaction conditions: time 1 hour. The product is COC=1C=C2C(=CC=NC2=CC1OC)OC1=CC=C(C=C1)C(=O)C1=CC=C(C=C1)[N+](=O)[O-] ({4-[(6,7-Dimethoxy-4-quinolyl)oxy]phenyl}(4-nitrophenyl)methanone). Yield: 36.4%. As a reaction SMILES: [N+:1]([C:4]1[CH:9]=[CH:8][C:7]([C:10]([C:12]2[CH:17]=[CH:16][C:15]([OH:18])=[CH:14][CH:13]=2)=[O:11])=[CH:6][CH:5]=1)([O-:3])=[O:2].Cl[C:20]1[C:29]2[C:24](=[CH:25][C:26]([O:32][CH3:33])=[C:27]([O:30][CH3:31])[CH:28]=2)[N:23]=[CH:22][CH:21]=1>CN(C)C1C=CN=CC=1.C1(C)C(C)=CC=CC=1>[CH3:31][O:30][C:27]1[CH:28]=[C:29]2[C:24](=[CH:25][C:26]=1[O:32][CH3:33])[N:23]=[CH:22][CH:21]=[C:20]2[O:18][C:15]1[CH:16]=[CH:17][C:12]([C:10]([C:7]2[CH:8]=[CH:9][C:4]([N+:1]([O-:3])=[O:2])=[CH:5][CH:6]=2)=[O:11])=[CH:13][CH:14]=1. Procedure details: Under argon, 4-hydroxyphenyl 4-nitrophenyl ketone (370 mg) obtained in Example 134 and 4-dimethylaminopyridine (204 mg) were added to xylene (5 ml), and the admixture was stirred at room temperature for 1 hour. 4-Chloro-6,7-dimethoxyquinoline (340 mg) was added, and the mixture was then refluxed with heat for 23 hours. The reaction mixture was treated in the same manner as described in Example 130 to obtain 238 mg of the title compound (yield: 36%). The reagents and catalysts are O=[Pt]=O (PtO2). RXN SMILES: [NH2:1][C:2]1[N:7]([CH2:8][CH2:9][CH3:10])[C:6](=[O:11])[NH:5][C:4](=[O:12])[C:3]=1[N:13]=O>CN(C=O)C.O=[Pt]=O>[NH2:13][C:3]1[C:4](=[O:12])[NH:5][C:6](=[O:11])[N:7]([CH2:8][CH2:9][CH3:10])[C:2]=1[NH2:1]. Run in CN(C)C=O (DMF). The product is NC=1C(NC(N(C1N)CCC)=O)=O (5,6-diamino-1-propyl-2,4-(1H,3H)-pyrimidinedione). The reactants are NC1=C(C(NC(N1CCC)=O)=O)N=O (6-amino-5-nitroso-1-propyl-2,4-(1H,3H)-pyrimidinedione). Procedure details: 33.3 g of 6-amino-5-nitroso-1-propyl-2,4-(1H,3H)-pyrimidinedione (III) was catalytically hydrogenated in 800 ml of DMF in the presence of 0.1 g PtO2 for 3 hours at room temperature and at a pressure of 200 kPa. The catalyst and the crystals were filtered off and washed with ethanol. Yield 29 g (93%) (IV). The reactants are ClC=1C(=CC=C2CCC(C(C12)N)C(C1=C(C=CC=C1)CCC)=O)[N+](=O)[O-] (8-chloro-7-nitro-2-(n-propylbenzoyl)-amino-1,2,3,4-tetrahydronaphthalene), ( 35 ), C(CC)(=O)N(CCC)C1COC2=CC=CC=C2C1 (3-(N-propionyl-N-n-propylamino)chroman), ( 100 ), ( 72 ), NC1=CC=C2CCCC(C2=C1)N(C(CC)=O)CCC (7-amino-(N-n-propyl-N-propionylamino)tetralin). Yields the product ClC=1C(=CC=C2CCC(CC12)NC(C1=C(C=CC=C1)CCC)=O)[N+](=O)[O-] (8-Chloro-7-nitro-2-(n-propylbenzoyl)amino-1,2,3,4-tetrahydronaphthalene). RXN SMILES: [Cl:1][C:2]1[C:3]([N+:24]([O-:26])=[O:25])=[CH:4][CH:5]=[C:6]2[C:11]=1[CH:10](N)[CH:9](C(=O)C1C=CC=CC=1CCC)[CH2:8][CH2:7]2.C(N([CH:35]1[CH2:44][C:43]2[C:38](=[CH:39][CH:40]=[CH:41][CH:42]=2)O[CH2:36]1)CCC)(=O)CC.NC1C=C2C(CCCC2[N:56](CCC)[C:57](=[O:60])CC)=CC=1>>[Cl:1][C:2]1[C:3]([N+:24]([O-:26])=[O:25])=[CH:4][CH:5]=[C:6]2[C:11]=1[CH2:10][CH:9]([NH:56][C:57](=[O:60])[C:38]1[CH:39]=[CH:40][CH:41]=[CH:42][C:43]=1[CH2:44][CH2:35][CH3:36])[CH2:8][CH2:7]2. Reported procedure: Fuming nitric acid (100 ml), 33% in concentrated sulphuric acid was added dropwise to a solution of 72 g (0.22 mol) 8-chloro-2-(n-propylbenzoyl)amino-1,2,3,4-tetrahydronaphthalene in 300 ml nitromethane at 0° C. The mixture was allowed to reach ambient temperature and was stirred over night. After pouring on ice water/diethyl ether the mixture was basified (sodium carbonate solution) and the phases separated. The organic phase was dried (magnesium sulphate), filtered and evaporated to a residue ... Starting materials: ClC1=NC=NC(=C1[N+](=O)[O-])Cl (4,6-dichloro-5-nitropyrimidine), C(C1=CC=CC=C1)OCCNCC1=CC=CC=C1 (N-(2(benzyloxy)ethyl)benzylamine), [OH-].[Na+] (NaOH), C(C)C=1NC=C(N1)C (2-ethyl-4-methylimidazole), [Sn](Cl)Cl (tin (II) chloride), C(=O)(N1C=NC=C1)N1C=NC=C1 (carbonyldiimidazole), CO (methanol). Reagents/catalysts: [Pd] (palladium on carbon). The product is C(C)C1=NC(=C2C(NC=3C(=NC=NC3N21)NCCO)=O)C (9-Ethyl-4-[(2-hydroxyethyl)amino]-7-methylimidazo[5,1-h]-pteridin6(5H)-one). As a reaction SMILES: Cl[C:2]1[C:7]([N+:8]([O-])=O)=[C:6](Cl)[N:5]=[CH:4][N:3]=1.C([O:19][CH2:20][CH2:21][NH:22]CC1C=CC=CC=1)C1C=CC=CC=1.[CH2:30]([C:32]1[NH:33][CH:34]=[C:35]([CH3:37])[N:36]=1)[CH3:31].[Sn](Cl)Cl.[C:41](N1C=CN=C1)(N1C=CN=C1)=[O:42].CO.[OH-].[Na+]>[Pd]>[CH2:30]([C:32]1[N:33]2[C:34]([C:41](=[O:42])[NH:8][C:7]3[C:2]([NH:22][CH2:21][CH2:20][OH:19])=[N:3][CH:4]=[N:5][C:6]=32)=[C:35]([CH3:37])[N:36]=1)[CH3:31] |f:6.7|. Procedure: Prepared by treatment of 4,6-dichloro-5-nitropyrimidine with N-(2(benzyloxy)ethyl)benzylamine, followed by reaction with 2-ethyl-4-methylimidazole, reduction with tin (II) chloride, cyclization with carbonyldiimidazole, and hydrogenation with palladium on carbon in methanol containing 1.1 eq. NaOH at 50 psi and 50° C. for 24 h.